Dataset: the Open Reaction Database (ORD), a public repository of structured organic reaction records. Task: describe an organic reaction: reactants, conditions, products, and yield Reactants: COC=1C(=C(CC2=CC(=C(C(=O)OC)C=C2)OS(=O)(=O)C(F)(F)F)C(=C(C1OC)OC)OC)C (methyl 4-(3,4,5,6-tetramethoxy-2-methylbenzyl)-2-(trifluoromethanesulfonyl)oxybenzoate), tetrakistriphenylphosphine palladium, C([O-])([O-])=O.[Na+].[Na+] (sodium carbonate), [Cl-].[Li+] (lithium chloride), B1(OCCCO1)C2=CN=CC=C2 (pyridine-3-boronic acid 1,3-propanediol cyclic ester). Run in C(C)(=O)OCC (ethyl acetate), C1(=CC=CC=C1)C (toluene). Run at temperature 95 celsius, time 16 hour. Yields the product COC=1C(=C(CC2=CC(=C(C(=O)OC)C=C2)C=2C=NC=CC2)C(=C(C1OC)OC)OC)C (Methyl 4-(3,4,5,6-tetramethoxy-2-methylbenzyl)-2-(3-pyridyl)benzoate). Isolated yield 99.1%. As a reaction SMILES: [CH3:1][O:2][C:3]1[C:4]([CH3:34])=[C:5]([C:25]([O:32][CH3:33])=[C:26]([O:30][CH3:31])[C:27]=1[O:28][CH3:29])[CH2:6][C:7]1[CH:16]=[CH:15][C:10]([C:11]([O:13][CH3:14])=[O:12])=[C:9](OS(C(F)(F)F)(=O)=O)[CH:8]=1.C(=O)([O-])[O-].[Na+].[Na+].[Cl-].[Li+].B1([C:49]2[CH:54]=[CH:53][CH:52]=[N:51][CH:50]=2)OCCCO1>C1(C)C=CC=CC=1.C(OCC)(=O)C>[CH3:1][O:2][C:3]1[C:4]([CH3:34])=[C:5]([C:25]([O:32][CH3:33])=[C:26]([O:30][CH3:31])[C:27]=1[O:28][CH3:29])[CH2:6][C:7]1[CH:16]=[CH:15][C:10]([C:11]([O:13][CH3:14])=[O:12])=[C:9]([C:49]2[CH:50]=[N:51][CH:52]=[CH:53][CH:54]=2)[CH:8]=1 |f:1.2.3,4.5|. Procedure: To a solution of methyl 4-(3,4,5,6-tetramethoxy-2-methylbenzyl)-2-(trifluoromethanesulfonyl)oxybenzoate (333 mg, 0.6555 mmol) in toluene (6 ml) were added tetrakistriphenylphosphine palladium (23 mg, 0.0199 mmol), aqueous solution of sodium carbonate (2M aqueous solution, 1.00 ml), lithium chloride (56 mg, 1.3241 mmol) and ethanolic solution (1.3 ml) of pyridine-3-boronic acid 1,3-propanediol cyclic ester (159 mg, 0.9814 mmol) and the mixture was heated with stirring at 95° C. for 16 hours. The ... Reported procedure: The title compound was prepared using the method of Example 34(d) starting from (S)-4-(1-(2-aminopropyl)-1H-pyrazol-3-yl)-2-chlorobenzonitrile (90 mg, 0.345 mmol) and 4,5,6,7-tetrahydrobenzo[d]isoxazole-3-carboxylic acid (75 mg, 0.449 mmol). The product was purified with flash chromatography. Yield 111 mg (78%). 1H-NMR (400 MHz; CDCl3): δ 1.24 (d, 3H), 1.69-1.83 (m, 4H), 2.77-2.83 (m, 4H), 4.25-4.43 (m, 2H), 4.52-4.61 (m, 1H), 6.63 (d, 1H), 7.37 (d, 1H), 7.49 (d, 1H), 7.70 (d, 1H), 7.86 (d, 1H),... RXN SMILES: [NH2:1][C@@H:2]([CH3:18])[CH2:3][N:4]1[CH:8]=[CH:7][C:6]([C:9]2[CH:16]=[CH:15][C:12]([C:13]#[N:14])=[C:11]([Cl:17])[CH:10]=2)=[N:5]1.[O:19]1[C:23]2[CH2:24][CH2:25][CH2:26][CH2:27][C:22]=2[C:21]([C:28](O)=[O:29])=[N:20]1>>[Cl:17][C:11]1[CH:10]=[C:9]([C:6]2[CH:7]=[CH:8][N:4]([CH2:3][C@@H:2]([NH:1][C:28]([C:21]3[C:22]4[CH2:27][CH2:26][CH2:25][CH2:24][C:23]=4[O:19][N:20]=3)=[O:29])[CH3:18])[N:5]=2)[CH:16]=[CH:15][C:12]=1[C:13]#[N:14]. The reactants are N[C@H](CN1N=C(C=C1)C1=CC(=C(C#N)C=C1)Cl)C ((S)-4-(1-(2-aminopropyl)-1H-pyrazol-3-yl)-2-chlorobenzonitrile), O1N=C(C2=C1CCCC2)C(=O)O (4,5,6,7-tetrahydrobenzo[d]isoxazole-3-carboxylic acid). Product: ClC=1C=C(C=CC1C#N)C1=NN(C=C1)C[C@H](C)NC(=O)C1=NOC2=C1CCCC2 ((S)—N-(1-(3-(3-chloro-4-cyanophenyl)-1H-pyrazol-1-yl)propan-2-yl)-4,5,6,7-tetrahydrobenzo[d]isoxazole-3-carboxamide). Reactants: c1cc(N2CCCC2)ccc1OC12CC3CC(CC(C3)C1)C2, CCOCC, ClCCl, Cl. The product is c1cc(N2CCCC2)ccc1OC12CC3CC(CC(C3)C1)C2, Cl. As a reaction SMILES: [C:1]12([O:11][c:12]3[cH:13][cH:14][c:15]([N:18]4[CH2:19][CH2:20][CH2:21][CH2:22]4)[cH:16][cH:17]3)[CH2:2][CH:3]3[CH2:4][CH:5]([CH2:6][CH:7]([CH2:8]1)[CH2:9]3)[CH2:10]2.[CH3:23][CH2:24][O:25][CH2:26][CH3:27].[Cl:28][CH2:29][Cl:30].[ClH:31]>>[C:1]12([O:11][c:12]3[cH:13][cH:14][c:15]([N:18]4[CH2:19][CH2:20][CH2:21][CH2:22]4)[cH:16][cH:17]3)[CH2:2][CH:3]3[CH2:4][CH:5]([CH2:6][CH:7]([CH2:8]1)[CH2:9]3)[CH2:10]2.[ClH:28].